From a dataset of the Open Reaction Database (ORD), a public repository of structured organic reaction records. describe an organic reaction: reactants, conditions, products, and yield The reactants are N1CCC2(CC1)CSC1=C(O2)C2=CC=CC=C2C(C1=O)=O (spiro[naphtho[1,2-b][1,4]oxathiine-2,4′-piperidine]-5,6-dione), BrC(C)C1=CC=CC=C1 ((1-bromoethyl)benzene). The product is C1(=CC=CC=C1)C(C)N1CCC2(CC1)CSC1=C(O2)C2=CC=CC=C2C(C1=O)=O (1′-(1-phenylethyl)spiro[naphtho[1,2-b][1,4]oxathiine-2,4′-piperidine]-5,6-dione). As a reaction SMILES: [NH:1]1[CH2:6][CH2:5][C:4]2([O:11][C:10]3[C:12]4[C:17]([C:18](=[O:21])[C:19](=[O:20])[C:9]=3[S:8][CH2:7]2)=[CH:16][CH:15]=[CH:14][CH:13]=4)[CH2:3][CH2:2]1.Br[CH:23]([C:25]1[CH:30]=[CH:29][CH:28]=[CH:27][CH:26]=1)[CH3:24]>>[C:25]1([CH:23]([N:1]2[CH2:2][CH2:3][C:4]3([O:11][C:10]4[C:12]5[C:17]([C:18](=[O:21])[C:19](=[O:20])[C:9]=4[S:8][CH2:7]3)=[CH:16][CH:15]=[CH:14][CH:13]=5)[CH2:5][CH2:6]2)[CH3:24])[CH:30]=[CH:29][CH:28]=[CH:27][CH:26]=1. Procedure details: Compound 137 was synthesized using spiro[naphtho[1,2-b][1,4]oxathiine-2,4′-piperidine]-5,6-dione, (1-bromoethyl)benzene and conditions outlined in procedure V. LCMS: 406 [M+H]; Rt=0.96 min. Reactants: CC(CN1CCCC1)(C)N1C=NC(=C1)NC(C(CCC)N)=O (2-Amino-pentanoic acid [1-(1,1-dimethyl-2-pyrrolidin-1-yl-ethyl)-1H-imidazol-4-yl]-amide), C(C)(C)C=1C=C2CCC(CC2=CC1)=O (6-Isopropyl-3,4-dihydro-1H-naphthalen-2-one). Yields the product CC(CN1CCCC1)(C)N1C=NC(=C1)NC(C(CCC)NC1CC2=CC=C(C=C2CC1)C(C)C)=O (2-(6-Isopropyl-1,2,3,4-tetrahydro-naphthalen-2-ylamino)-pentanoic acid [1-(1,1-dimethyl-2-pyrrolidin-1-yl-ethyl)-1H-imidazol-4-yl]-amide). Reaction SMILES: [CH3:1][C:2]([N:10]1[CH:14]=[C:13]([NH:15][C:16](=[O:22])[CH:17]([NH2:21])[CH2:18][CH2:19][CH3:20])[N:12]=[CH:11]1)([CH3:9])[CH2:3][N:4]1[CH2:8][CH2:7][CH2:6][CH2:5]1.[CH:23]([C:26]1[CH:27]=[C:28]2[C:33](=[CH:34][CH:35]=1)[CH2:32][C:31](=O)[CH2:30][CH2:29]2)([CH3:25])[CH3:24]>>[CH3:1][C:2]([N:10]1[CH:14]=[C:13]([NH:15][C:16](=[O:22])[CH:17]([NH:21][CH:31]2[CH2:30][CH2:29][C:28]3[C:33](=[CH:34][CH:35]=[C:26]([CH:23]([CH3:25])[CH3:24])[CH:27]=3)[CH2:32]2)[CH2:18][CH2:19][CH3:20])[N:12]=[CH:11]1)([CH3:9])[CH2:3][N:4]1[CH2:8][CH2:7][CH2:6][CH2:5]1. Procedure details: 2-Amino-pentanoic acid [1-(1,1-dimethyl-2-pyrrolidin-1-yl-ethyl)-1H-imidazol-4-yl]-amide was reacted with 6-Isopropyl-3,4-dihydro-1H-naphthalen-2-one to provide the title compound: C13 NMR (100 MHz, CDCl3) 14.2, 19.5, 19.6, 24.3, 26.6, 26.7, 28.2, 28.5, 29.6, 30.6, 33.9, 36.4, 36.5, 37.3, 53.4, 53.8, 56.0, 59.1, 60.4, 60.8, 67.3, 104.7, 124.2, 126.7, 126.8, 129.5, 129.6, 131.1, 132.2, 132.7, 135.7, 136.0, 137.3, 146.7, 146.8, 172.5, 172.6; MS m/z 480.5 (M+1). Procedure details: A 2:3 mixture of 5-(prop-1-en-2-yl)-1H-indazole and 1H-indazole (0.9 g), 10% Pd/C (0.2 g) in 150 mL of methanol was stirred at room temperature under H2 balloon for 3 hours. Pd/C was filtered off and the filtrate was concentrated under reduced pressure to give crude 5-isopropyl-1H-indazole (0.85 g) as an oil. LCMS: (M+H)+=161. The reactants are C=C(C)C=1C=C2C=NNC2=CC1 (5-(prop-1-en-2-yl)-1H-indazole), N1N=CC2=CC=CC=C12 (1H-indazole). Reagents/catalysts: [Pd] (Pd/C). RXN SMILES: [CH2:1]=[C:2]([C:4]1[CH:5]=[C:6]2[C:10](=[CH:11][CH:12]=1)[NH:9][N:8]=[CH:7]2)[CH3:3].N1C2C(=CC=CC=2)C=N1>CO.[Pd]>[CH:2]([C:4]1[CH:5]=[C:6]2[C:10](=[CH:11][CH:12]=1)[NH:9][N:8]=[CH:7]2)([CH3:3])[CH3:1]. The product is C(C)(C)C=1C=C2C=NNC2=CC1 (5-isopropyl-1H-indazole). Reaction conditions: time 3 hour. Solvent: CO (methanol). The reactants are FC1=CC2=C(C(=NO2)C2=CC=C(C=C2)OC[C@@H]2OC2)C=C1 ((R)-6-fluoro-3-(4-oxiranylmethoxy-phenyl)-benzo[d]isoxazole), CN(C=O)C (dimethylformamide). Run in CC1=CC=C(CN)C=C1 (4-methylbenzylamine), C(C)O (ethanol). The product is FC1=CC2=C(C(=NO2)C2=CC=C(OC[C@@H](CNCC3=CC=C(C=C3)C)O)C=C2)C=C1 ((R)-1-[4-(6-fluoro-benzo[d]isoxazol-3-yl)-phenoxy]-3-(4-methyl-benzylamino)-propan-2-ol). Reaction SMILES: [F:1][C:2]1[CH:21]=[CH:20][C:5]2[C:6]([C:9]3[CH:14]=[CH:13][C:12]([O:15][CH2:16][C@H:17]4[CH2:19][O:18]4)=[CH:11][CH:10]=3)=[N:7][O:8][C:4]=2[CH:3]=1.C[N:23]([CH3:26])C=O>CC1C=CC(CN)=CC=1.C(O)C>[F:1][C:2]1[CH:21]=[CH:20][C:5]2[C:6]([C:9]3[CH:10]=[CH:11][C:12]([O:15][CH2:16][C@H:17]([OH:18])[CH2:19][NH:23][CH2:26][C:2]4[CH:21]=[CH:20][C:5]([CH3:6])=[CH:4][CH:3]=4)=[CH:13][CH:14]=3)=[N:7][O:8][C:4]=2[CH:3]=1. Procedure: The title compound is prepared from a mixture of (R)-6-fluoro-3-(4-oxiranylmethoxy-phenyl)-benzo[d]isoxazole in dimethylformamide and 4-methylbenzylamine in ethanol, essentially as described above in Example 70. Purity by LC/MS=100%, [M+H]+=407. Starting materials: Cc1ccccc1, CCOC(=O)C(C)c1ccc(C(O)C2CCSC2=O)cc1, Cc1ccc(S(=O)(=O)O)cc1. The product is CCOC(=O)C(C)c1ccc(C=C2CCSC2=O)cc1. Reaction SMILES: [CH3:33][c:34]1[cH:35][cH:36][cH:37][cH:38][cH:39]1.[OH:1][CH:2]([c:3]1[cH:4][cH:5][c:6]([CH:9]([C:10](=[O:11])[O:12][CH2:13][CH3:14])[CH3:15])[cH:7][cH:8]1)[CH:16]1[C:17](=[O:21])[S:18][CH2:19][CH2:20]1.[c:22]1([CH3:23])[cH:24][cH:25][c:26]([S:27]([OH:28])(=[O:29])=[O:30])[cH:31][cH:32]1>>[CH:2]([c:3]1[cH:4][cH:5][c:6]([CH:9]([C:10](=[O:11])[O:12][CH2:13][CH3:14])[CH3:15])[cH:7][cH:8]1)=[C:16]1[C:17](=[O:21])[S:18][CH2:19][CH2:20]1. Reactants: COc1ccccc1COCCCOc1ccc(C2CCN(C(=O)OCc3ccccc3)CC2OCc2ccc3c(C)cn(CC#N)c3c2Br)cc1, CO, C1CCOC1. The product is COc1ccccc1COCCCOc1ccc(C2CCN(C(=O)OCc3ccccc3)CC2OCc2ccc3c(C)cn(CCN)c3c2Br)cc1. As a reaction SMILES: [Br:1][c:2]1[c:3]([CH2:15][O:16][CH:17]2[CH2:18][N:19]([C:43](=[O:44])[O:45][CH2:46][c:47]3[cH:48][cH:49][cH:50][cH:51][cH:52]3)[CH2:20][CH2:21][CH:22]2[c:23]2[cH:24][cH:25][c:26]([O:29][CH2:30][CH2:31][CH2:32][O:33][CH2:34][c:35]3[c:36]([O:41][CH3:42])[cH:37][cH:38][cH:39][cH:40]3)[cH:27][cH:28]2)[cH:4][cH:5][c:6]2[c:7]([CH3:14])[cH:8][n:9]([CH2:11][C:12]#[N:13])[c:10]12.[CH3:53][OH:54].[O:55]1[CH2:56][CH2:57][CH2:58][CH2:59]1>>[Br:1][c:2]1[c:3]([CH2:15][O:16][CH:17]2[CH2:18][N:19]([C:43](=[O:44])[O:45][CH2:46][c:47]3[cH:48][cH:49][cH:50][cH:51][cH:52]3)[CH2:20][CH2:21][CH:22]2[c:23]2[cH:24][cH:25][c:26]([O:29][CH2:30][CH2:31][CH2:32][O:33][CH2:34][c:35]3[c:36]([O:41][CH3:42])[cH:37][cH:38][cH:39][cH:40]3)[cH:27][cH:28]2)[cH:4][cH:5][c:6]2[c:7]([CH3:14])[cH:8][n:9]([CH2:11][CH2:12][NH2:13])[c:10]12.